This data is from the Open Reaction Database (ORD), a public repository of structured organic reaction records. The task is: describe an organic reaction: reactants, conditions, products, and yield The reactants are O (water), ClC=1C=CC=2N(N1)N=C(N2)C(=O)O (6-chloro[1,2,4]triazolo[1,5-b]pyridazine-2-carboxylic acid), C(C)N(C(C)C)C(C)C (N-ethyldiisopropylamine), C(C)(C)I (isopropyl iodide). Run in CN(C=O)C (N,N-dimethylformamide). Conditions: temperature 50 celsius, time 3 hour. Yields the product ClC=1C=CC=2N(N1)N=C(N2)C(=O)OC(C)C (isopropyl 6-chloro[1,2,4]triazolo[1,5-b]pyridazine-2-carboxylate). Reaction SMILES: [Cl:1][C:2]1[CH:3]=[CH:4][C:5]2[N:6]([N:8]=[C:9]([C:11]([OH:13])=[O:12])[N:10]=2)[N:7]=1.C(N(C(C)C)[CH:17]([CH3:19])[CH3:18])C.C(I)(C)C.O>CN(C)C=O>[Cl:1][C:2]1[CH:3]=[CH:4][C:5]2[N:6]([N:8]=[C:9]([C:11]([O:13][CH:17]([CH3:19])[CH3:18])=[O:12])[N:10]=2)[N:7]=1. Reported procedure: 2.14 g of 6-chloro[1,2,4]triazolo[1,5-b]pyridazine-2-carboxylic acid and 5.57 ml of N-ethyldiisopropylamine were dissolved in 30 ml of N,N-dimethylformamide; 3.23 ml of isopropyl iodide was added, followed by stirring at room temperature for 10 hours and at 50° C. for 3 hours. After cooling, water was added, followed by extraction with ethyl acetate; the extract was washed with saturated saline and dried with magnesium sulfate. The dry product was concentrated under reduced pressure; the residue... Procedure: Racemic 1-(6-hydroxyheptyl)-3,7-dimethylxanthine (melting point: 76°-77° C.) was prepared for comparison by reduction of 1-(6-oxoheptyl)-3,7-dimethylxanthine with NaBH4 analogously to d). Starting materials: O=C(CCCCCN1C(=O)N(C=2N=CN(C2C1=O)C)C)C (1-(6-oxoheptyl)-3,7-dimethylxanthine), [BH4-].[Na+] (NaBH4). Product: OC(CCCCCN1C(=O)N(C=2N=CN(C2C1=O)C)C)C (Racemic 1-(6-hydroxyheptyl)-3,7-dimethylxanthine). RXN SMILES: [O:1]=[C:2]([CH3:21])[CH2:3][CH2:4][CH2:5][CH2:6][CH2:7][N:8]1[C:17](=[O:18])[C:16]2[N:15]([CH3:19])[CH:14]=[N:13][C:12]=2[N:11]([CH3:20])[C:9]1=[O:10].[BH4-].[Na+]>>[OH:1][CH:2]([CH3:21])[CH2:3][CH2:4][CH2:5][CH2:6][CH2:7][N:8]1[C:17](=[O:18])[C:16]2[N:15]([CH3:19])[CH:14]=[N:13][C:12]=2[N:11]([CH3:20])[C:9]1=[O:10] |f:1.2|. Starting materials: NCC1=NC=CC(=N1)C1=C(N=C(S1)N1CCOCC1)C=1C(=C(C=CC1)NS(=O)(=O)C1=C(C=CC(=C1)F)F)F (N-{3-[5-[2-(aminomethyl)-4-pyrimidinyl]-2-(4-morpholinyl)-1,3-thiazol-4-yl]-2-fluorophenyl}-2,5-difluorobenzenesulfonamide), C(C)(=O)O (acetic acid). Yields the product FC1=C(C=C(C=C1)F)S(=O)(=O)NC=1C(=C(C=CC1)C=1N=C(SC1C1=NC(=NC=C1)CNC(C)=O)N1CCOCC1)F (N-({4-[4-(3-{[(2,5-difluorophenyl)sulfonyl]amino}-2-fluorophenyl)-2-(4-morpholinyl)-1,3-thiazol-5-yl]-2-pyrimidinyl}methyl)acetamide), solid. Isolated yield 27.0%. RXN SMILES: [NH2:1][CH2:2][C:3]1[N:8]=[C:7]([C:9]2[S:13][C:12]([N:14]3[CH2:19][CH2:18][O:17][CH2:16][CH2:15]3)=[N:11][C:10]=2[C:20]2[C:21]([F:38])=[C:22]([NH:26][S:27]([C:30]3[CH:35]=[C:34]([F:36])[CH:33]=[CH:32][C:31]=3[F:37])(=[O:29])=[O:28])[CH:23]=[CH:24][CH:25]=2)[CH:6]=[CH:5][N:4]=1.[C:39](O)(=[O:41])[CH3:40]>>[F:37][C:31]1[CH:32]=[CH:33][C:34]([F:36])=[CH:35][C:30]=1[S:27]([NH:26][C:22]1[C:21]([F:38])=[C:20]([C:10]2[N:11]=[C:12]([N:14]3[CH2:19][CH2:18][O:17][CH2:16][CH2:15]3)[S:13][C:9]=2[C:7]2[CH:6]=[CH:5][N:4]=[C:3]([CH2:2][NH:1][C:39](=[O:41])[CH3:40])[N:8]=2)[CH:25]=[CH:24][CH:23]=1)(=[O:28])=[O:29]. Procedure: Following a procedure analogous to the procedure described in Example 275 using N-{3-[5-[2-(aminomethyl)-4-pyrimidinyl]-2-(4-morpholinyl)-1,3-thiazol-4-yl]-2-fluorophenyl}-2,5-difluorobenzenesulfonamide (0.1 g, 0.178 mmol) and acetic acid (0.053 g, 0.889 mmol), the title compound was obtained as a solid (30 mg, 27% yield). MS (ESI): 605 [M+H]+. Procedure: Under ice-cooling, acetic anhydride (30 μl, 0.3 mmol) was added to a mixture of 3-[(4-tert-butyl-2-thiazolyl)methoxy]-5'-[3-(4-chlorophenylsulfonyl)propyl]-2'-(2-aminoethoxy)benzanilide 1.4 hydrochloride.0.7 hydrate (170 mg, 0.24 mmol), dichloromethane (2 ml) and pyridine (32 μl, 0.4 mmol), and the resulting mixture was stirred at room temperature for 3 hours. Ice-water was added to the reaction solution and the mixture was stirred for 1 hour. The product formed was extracted with chloroform and... The yield is 58.0%. Solvent: ClCCl (dichloromethane). Conditions: time 1 hour. Starting materials: Ice water, C(C)(=O)OC(C)=O (acetic anhydride), C(C)(C)(C)C=1N=C(SC1)COC=1C=C(C(=O)NC2=C(C=CC(=C2)CCCS(=O)(=O)C2=CC=C(C=C2)Cl)OCCN)C=CC1 (3-[(4-tert-butyl-2-thiazolyl)methoxy]-5'-[3-(4-chlorophenylsulfonyl)-propyl]-2'-(2-aminoethoxy)benzanilide), hydrate, N1=CC=CC=C1 (pyridine). Reaction SMILES: [C:1](OC(=O)C)(=[O:3])[CH3:2].[C:8]([C:12]1[N:13]=[C:14]([CH2:17][O:18][C:19]2[CH:20]=[C:21]([CH:48]=[CH:49][CH:50]=2)[C:22]([NH:24][C:25]2[CH:30]=[C:29]([CH2:31][CH2:32][CH2:33][S:34]([C:37]3[CH:42]=[CH:41][C:40]([Cl:43])=[CH:39][CH:38]=3)(=[O:36])=[O:35])[CH:28]=[CH:27][C:26]=2[O:44][CH2:45][CH2:46][NH2:47])=[O:23])[S:15][CH:16]=1)([CH3:11])([CH3:10])[CH3:9].N1C=CC=CC=1>ClCCl>[OH2:3].[C:8]([C:12]1[N:13]=[C:14]([CH2:17][O:18][C:19]2[CH:20]=[C:21]([CH:48]=[CH:49][CH:50]=2)[C:22]([NH:24][C:25]2[CH:30]=[C:29]([CH2:31][CH2:32][CH2:33][S:34]([C:37]3[CH:38]=[CH:39][C:40]([Cl:43])=[CH:41][CH:42]=3)(=[O:35])=[O:36])[CH:28]=[CH:27][C:26]=2[O:44][CH2:45][CH2:46][NH:47][C:1](=[O:3])[CH3:2])=[O:23])[S:15][CH:16]=1)([CH3:11])([CH3:9])[CH3:10].[C:8]([C:12]1[N:13]=[C:14]([CH2:17][O:18][C:19]2[CH:20]=[C:21]([CH:48]=[CH:49][CH:50]=2)[C:22]([NH:24][C:25]2[CH:30]=[C:29]([CH2:31][CH2:32][CH2:33][S:34]([C:37]3[CH:38]=[CH:39][C:40]([Cl:43])=[CH:41][CH:42]=3)(=[O:35])=[O:36])[CH:28]=[CH:27][C:26]=2[O:44][CH2:45][CH2:46][NH:47][C:1](=[O:3])[CH3:2])=[O:23])[S:15][CH:16]=1)([CH3:11])([CH3:9])[CH3:10] |f:4.5.6|. The product is O.C(C)(C)(C)C=1N=C(SC1)COC=1C=C(C(=O)NC2=C(C=CC(=C2)CCCS(=O)(=O)C2=CC=C(C=C2)Cl)OCCNC(C)=O)C=CC1.C(C)(C)(C)C=1N=C(SC1)COC=1C=C(C(=O)NC2=C(C=CC(=C2)CCCS(=O)(=O)C2=CC=C(C=C2)Cl)OCCNC(C)=O)C=CC1 (3-[(4-tert-butyl-2-thiazolyl)methoxy]-5'-[3-(4-chlorophenylsulfonyl)propyl]-2'-(2-acetylaminoethoxy)benzanilide hemihydrate). The reactants are C(C)O (ethanol), C([C@H](O)[C@@H](O)C(=O)O)(=O)O (L-tartaric acid). Solvent: O (water), monohydrate. Run at temperature 70 celsius, time 3 day. Yields the product 18, C(=O)([O-])C(O)C(O)C(=O)[O-].O (tartrate water). As a reaction SMILES: C([OH:3])C.[C:4]([OH:13])(=[O:12])[C@@H:5]([C@H:7]([C:9]([OH:11])=[O:10])[OH:8])[OH:6]>O>[C:9]([CH:7]([CH:5]([C:4]([O-:13])=[O:12])[OH:6])[OH:8])([O-:11])=[O:10].[OH2:3] |f:3.4|. Reported procedure: In 50 volume parts of water are dissolved 19 parts of TRH monohydrate and 7.5 parts of L-tartaric acid, and while the solution is warmed to 70°C, ethanol is added in installments. Immediately after a slight turbidity is observed, the temperature is gradually brought down to room temperature, at which temperature the solution is allowed to stand for 3 days. Then, the solution is cooled to 10°C and allowed to stand for 2 days to allow crystallization to be completed. The crystals thus obtained are... Starting materials: O=C([O-])[O-], CS(=O)(=O)OCC1CCOCC1, CN(C)C=O, CCOC(C)=O, COCC(C)Oc1nc(N)c2nc(OC)[nH]c2n1, O=C(O)C(F)(F)F, [K+], [K+]. Product: COCC(C)Oc1nc(N)c2nc(OC)n(CC3CCOCC3)c2n1. RXN SMILES: [C:26](=[O:27])([O-:28])[O-:29].[CH3:32][S:33]([O:34][CH2:37][CH:38]1[CH2:39][CH2:40][O:41][CH2:42][CH2:43]1)(=[O:35])=[O:36].[CH3:44][N:45]([CH3:46])[CH:47]=[O:48].[CH3:49][CH2:50][O:51][C:52](=[O:53])[CH3:54].[CH3:8][CH:9]([CH2:10][O:11][CH3:12])[O:13][c:14]1[n:15][c:16]([NH2:25])[c:17]2[n:18][c:19]([O:23][CH3:24])[nH:20][c:21]2[n:22]1.[F:1][C:2]([F:3])([F:4])[C:5]([OH:6])=[O:7].[K+:30].[K+:31]>>[CH3:8][CH:9]([CH2:10][O:11][CH3:12])[O:13][c:14]1[n:15][c:16]([NH2:25])[c:17]2[n:18][c:19]([O:23][CH3:24])[n:20]([CH2:37][CH:38]3[CH2:39][CH2:40][O:41][CH2:42][CH2:43]3)[c:21]2[n:22]1. Starting materials: COCC1CN(c2coc3cc(C=CCC(O)C(F)(F)F)ccc23)C(=O)O1, CCO. Product: COCC1CN(c2coc3cc(CCCC(O)C(F)(F)F)ccc23)C(=O)O1. As a reaction SMILES: [CH3:1][O:2][CH2:3][CH:4]1[CH2:5][N:6]([c:10]2[cH:11][o:12][c:13]3[c:14]2[cH:15][cH:16][c:17]([CH:19]=[CH:20][CH2:21][CH:22]([C:23]([F:24])([F:25])[F:26])[OH:27])[cH:18]3)[C:7](=[O:9])[O:8]1.[CH3:28][CH2:29][OH:30]>>[CH3:1][O:2][CH2:3][CH:4]1[CH2:5][N:6]([c:10]2[cH:11][o:12][c:13]3[c:14]2[cH:15][cH:16][c:17]([CH2:19][CH2:20][CH2:21][CH:22]([C:23]([F:24])([F:25])[F:26])[OH:27])[cH:18]3)[C:7](=[O:9])[O:8]1.